Dataset: the Open Reaction Database (ORD), a public repository of structured organic reaction records. Task: describe an organic reaction: reactants, conditions, products, and yield The reactants are CI, COc1nc(C)c(CCO)c(=O)[nH]1, [H-], [Na+], CN(C)C=O. Product: COc1nc(C)c(CCO)c(=O)n1C. As a reaction SMILES: [CH3:16][I:17].[CH3:1][O:2][c:3]1[n:4][c:5]([CH3:13])[c:6]([CH2:10][CH2:11][OH:12])[c:7](=[O:9])[nH:8]1.[H-:14].[Na+:15].[O:18]=[CH:19][N:20]([CH3:21])[CH3:22]>>[CH3:1][O:2][c:3]1[n:4][c:5]([CH3:13])[c:6]([CH2:10][CH2:11][OH:12])[c:7](=[O:9])[n:8]1[CH3:16].